From a dataset of the Open Reaction Database (ORD), a public repository of structured organic reaction records. describe an organic reaction: reactants, conditions, products, and yield The reactants are CN(C)C(=O)CCCOc1ccc2c(c1)CC(NC(=O)OC(C)(C)C)CC2, ClCCl, O=C(O)C(F)(F)F. Yields the product CN(C)C(=O)CCCOc1ccc2c(c1)CC(N)CC2. Reaction SMILES: [C:1]([O:2][C:3](=[O:4])[NH:8][CH:9]1[CH2:10][c:11]2[cH:12][c:13]([O:19][CH2:20][CH2:21][CH2:22][C:23](=[O:24])[N:25]([CH3:26])[CH3:27])[cH:14][cH:15][c:16]2[CH2:17][CH2:18]1)([CH3:5])([CH3:6])[CH3:7].[CH2:35]([Cl:36])[Cl:37].[OH:28][C:29]([C:30]([F:31])([F:32])[F:33])=[O:34]>>[NH2:8][CH:9]1[CH2:10][c:11]2[cH:12][c:13]([O:19][CH2:20][CH2:21][CH2:22][C:23](=[O:24])[N:25]([CH3:26])[CH3:27])[cH:14][cH:15][c:16]2[CH2:17][CH2:18]1.